This data is from the Open Reaction Database (ORD), a public repository of structured organic reaction records. The task is: describe an organic reaction: reactants, conditions, products, and yield The reactants are C(C1=CC=CC=C1)N1CC=2N=CN=C(C2CC1)OC (7-benzyl-4-methoxy-5,6,7,8-tetrahydropyrido[3,4-d]pyrimidine), C(C1=CC=CC=C1)N1CC=2N=CN=C(C2CC1)Cl (7-Benzyl-4-chloro-5,6,7,8-tetrahydropyrido[3,4-d]pyrimidine). Solvent: N (NH3), CO (MeOH). Reaction conditions: temperature 100 celsius, time 48 hour. The product is C(C1=CC=CC=C1)N1CC=2N=CN=C(C2CC1)N (7-Benzyl-5,6,7,8-tetrahydropyrido[3,4-d]pyrimidin-4-amine). Reaction SMILES: [CH2:1]([N:8]1[CH2:17][CH2:16][C:15]2[C:14](Cl)=[N:13][CH:12]=[N:11][C:10]=2[CH2:9]1)[C:2]1[CH:7]=[CH:6][CH:5]=[CH:4][CH:3]=1.C([N:26]1CCC2C(OC)=NC=NC=2C1)C1C=CC=CC=1>N.CO>[CH2:1]([N:8]1[CH2:17][CH2:16][C:15]2[C:14]([NH2:26])=[N:13][CH:12]=[N:11][C:10]=2[CH2:9]1)[C:2]1[CH:7]=[CH:6][CH:5]=[CH:4][CH:3]=1. Procedure: 7-Benzyl-4-chloro-5,6,7,8-tetrahydropyrido[3,4-d]pyrimidine (9.83 g, 38 mmol) was dissolved in solution of NH3 in MeOH (7N, 60 mL) in a re-sealable tube. The sealed tube was heated at 100° C. for 21 h. The reaction was cooled to room temperature and kept standing at room temperature for 48 h which led to the precipitation of the desired product 7-benzyl-5,6,7,8-tetrahydropyrido[3,4-d]pyrimidin-4-amine. (5.1 g, 56%). The mother liquor was evaporated and dried under vacuum to yield a mixture of 4....